This data is from the Open Reaction Database (ORD), a public repository of structured organic reaction records. The task is: describe an organic reaction: reactants, conditions, products, and yield The product is CC12CCC3C(C(C3(C1=O)C)(C)C)C2 (5,7,8,8-Tetramethyl-tricyclo[3.3.1.02,7]nonan-6-one). As a reaction SMILES: [CH3:1][C:2]1[C:3](=[O:14])[C:4]([CH3:13])([CH2:8][CH:9]=[C:10]([CH3:12])[CH3:11])[CH2:5][CH2:6][CH:7]=1>CO>[CH3:13][C:4]12[CH2:8][CH:9]3[C:10]([CH3:12])([CH3:11])[C:2]([CH3:1])([C:3]1=[O:14])[CH:7]3[CH2:6][CH2:5]2. Reported procedure: A solution of 2,6-dimethyl-6-(3-methyl-but-2-enyl)-cyclohex-2-enone (10.0 g, 52.1 mmol) in methanol (250 ml) was irradiated using a Hg-lamp during 3 h. The solvent was evaporated in vacuo and the residue distilled in a Kugelrohr oven to yield 5.0 g of a colorless oil. Solvent: CO (methanol). Yield: 49.9%. Reactants: CC=1C(C(CCC1)(CC=C(C)C)C)=O (2,6-dimethyl-6-(3-methyl-but-2-enyl)-cyclohex-2-enone). Yields the product C(C)(C)(C)C1=CC=C(C=C1)C1=CC=C(C=C1)OCCOC1=CC=C(C=C1)C[C@@H](C(=O)O)OC ((2S)-3-{4-[2-(4′-tert-butyl-biphenyl-4-yloxy)-ethoxy]-phenyl}-2-methoxy-propionic acid). Reported procedure: The title compound was prepared from (2S)-3-[4-(2-bromo-ethoxy)-phenyl]-2-methoxy-propionic acid ethyl ester Example 283, Step 2) and 4′-tert-butyl-biphenyl-4-ol via the same procedure used for the preparation of (2S)-2-methoxy-3-[4-(3-phenoxy-propoxy)-phenyl]-propionic acid (Example 285, Step 1), to produce a white solid. As a reaction SMILES: C([O:3][C:4](=[O:19])[C@@H:5]([O:17][CH3:18])[CH2:6][C:7]1[CH:12]=[CH:11][C:10]([O:13][CH2:14][CH2:15]Br)=[CH:9][CH:8]=1)C.[C:20]([C:24]1[CH:29]=[CH:28][C:27]([C:30]2[CH:35]=[CH:34][C:33]([OH:36])=[CH:32][CH:31]=2)=[CH:26][CH:25]=1)([CH3:23])([CH3:22])[CH3:21].CO[C@@H](CC1C=CC(OCCCOC2C=CC=CC=2)=CC=1)C(O)=O>>[C:20]([C:24]1[CH:29]=[CH:28][C:27]([C:30]2[CH:31]=[CH:32][C:33]([O:36][CH2:15][CH2:14][O:13][C:10]3[CH:9]=[CH:8][C:7]([CH2:6][C@H:5]([O:17][CH3:18])[C:4]([OH:3])=[O:19])=[CH:12][CH:11]=3)=[CH:34][CH:35]=2)=[CH:26][CH:25]=1)([CH3:23])([CH3:21])[CH3:22]. Starting materials: C(C)OC([C@H](CC1=CC=C(C=C1)OCCBr)OC)=O ((2S)-3-[4-(2-bromo-ethoxy)-phenyl]-2-methoxy-propionic acid ethyl ester), C(C)(C)(C)C1=CC=C(C=C1)C1=CC=C(C=C1)O (4′-tert-butyl-biphenyl-4-ol), CO[C@H](C(=O)O)CC1=CC=C(C=C1)OCCCOC1=CC=CC=C1 ((2S)-2-methoxy-3-[4-(3-phenoxy-propoxy)-phenyl]-propionic acid).